This data is from the Open Reaction Database (ORD), a public repository of structured organic reaction records. The task is: describe an organic reaction: reactants, conditions, products, and yield Starting materials: C1(=CC=CC=C1)C1(SCCS1)C1=CC=C(C(=O)N2CC3=C(CC2)C=C(O3)CN3CCCC3)C=C1 (6-[4-(2-Phenyl-1,3-dithiolan-2-yl)benzoyl]-2-(1-pyrrolidinylmethyl)-4,5,6,7-tetrahydrofuro[2,3-c]pyridine), Cl (hydrogen chloride). Run in CO (methanol), CO (methanol). The product is Cl.C1(=CC=CC=C1)C1(SCCS1)C1=CC=C(C(=O)N2CC3=C(CC2)C=C(O3)CN3CCCC3)C=C1 (6-[4-(2-phenyl-1,3-dithiolan-2-yl)benzoyl]-2-(1-pyrrolidinylmethyl)-4,5,6,7-tetrahydrofuro[2,3-c]pyridine hydrochloride). RXN SMILES: [C:1]1([C:7]2([C:12]3[CH:34]=[CH:33][C:15]([C:16]([N:18]4[CH2:23][CH2:22][C:21]5[CH:24]=[C:25]([CH2:27][N:28]6[CH2:32][CH2:31][CH2:30][CH2:29]6)[O:26][C:20]=5[CH2:19]4)=[O:17])=[CH:14][CH:13]=3)[S:11][CH2:10][CH2:9][S:8]2)[CH:6]=[CH:5][CH:4]=[CH:3][CH:2]=1.[ClH:35]>CO>[ClH:35].[C:1]1([C:7]2([C:12]3[CH:34]=[CH:33][C:15]([C:16]([N:18]4[CH2:23][CH2:22][C:21]5[CH:24]=[C:25]([CH2:27][N:28]6[CH2:29][CH2:30][CH2:31][CH2:32]6)[O:26][C:20]=5[CH2:19]4)=[O:17])=[CH:14][CH:13]=3)[S:8][CH2:9][CH2:10][S:11]2)[CH:2]=[CH:3][CH:4]=[CH:5][CH:6]=1 |f:3.4|. Procedure: 6-[4-(2-Phenyl-1,3-dithiolan-2-yl)benzoyl]-2-(1-pyrrolidinylmethyl)-4,5,6,7-tetrahydrofuro[2,3-c]pyridine 0.624 g was dissolved in 2 ml of methanol; hydrogen chloride in methanol was added in excess, followed by stirring. This mixture was concentrated to yield the desired product. Starting materials: [BH4-].[Na+] (sodium borohydride), N1=CC(=CC=C1)C=O (3-pyridinecarboxaldehyde), NC1=CC=C2C(=NN(C2=C1)C1CCCC1)CC (6-amino-1-cyclopentyl-3-ethyl-1H-indazole), O.C1(=CC=C(C=C1)S(=O)(=O)O)C (p-toluenesulfonic acid monohydrate), 16h. Solvent: CO (methanol), CC(OCC)=O (EA). Reaction conditions: temperature 0 celsius, time 4 hour. The product is C1(CCCC1)N1N=C(C2=CC=C(C=C12)NCC=1C=NC=CC1)CC (1-Cyclopentyl-3-ethyl-6-[N-(3-pyridylmethyl)]amino-1H-indazole). Reaction SMILES: [N:1]1[CH:6]=[CH:5][CH:4]=[C:3]([CH:7]=O)[CH:2]=1.[NH2:9][C:10]1[CH:18]=[C:17]2[C:13]([C:14]([CH2:24][CH3:25])=[N:15][N:16]2[CH:19]2[CH2:23][CH2:22][CH2:21][CH2:20]2)=[CH:12][CH:11]=1.O.C1(C)C=CC(S(O)(=O)=O)=CC=1.[BH4-].[Na+]>CO.CC(=O)OCC>[CH:19]1([N:16]2[C:17]3[C:13](=[CH:12][CH:11]=[C:10]([NH:9][CH2:7][C:3]4[CH:2]=[N:1][CH:6]=[CH:5][CH:4]=4)[CH:18]=3)[C:14]([CH2:24][CH3:25])=[N:15]2)[CH2:20][CH2:21][CH2:22][CH2:23]1 |f:2.3,4.5|. Procedure details: To a mixture of 3-pyridinecarboxaldehyde (106 mg, 1.0 mol) in methanol (5.0 mL) was added 6-amino-1-cyclopentyl-3-ethyl-1H-indazole (240 mg, 1.05 mmol) and p-toluenesulfonic acid monohydrate (2.0 mg). The reaction mixture was stirred for 4 h. The flask was then cooled to 0° C. and sodium borohydride (0.09 g, 2.3 mmol) was added portion-wise over 4 h. The reaction mixture was allowed to warm to room temperature over 16h with stirring. TLC indicated the reaction was complete (1:3 hex:EA). The solv...